This data is from the Open Reaction Database (ORD), a public repository of structured organic reaction records. The task is: describe an organic reaction: reactants, conditions, products, and yield The reactants are [BH4-], CCOC(=O)C(Cc1cccnc1)NC(C)=O, CCO, Cl, [Na+], O. The product is CC(=O)NC(CO)Cc1cccnc1. RXN SMILES: [BH4-:18].[C:1]([CH3:2])(=[O:3])[NH:4][CH:5]([C:6](=[O:7])[O:8][CH2:9][CH3:10])[CH2:11][c:12]1[cH:13][n:14][cH:15][cH:16][cH:17]1.[CH3:21][CH2:22][OH:23].[ClH:20].[Na+:19].[OH2:24]>>[C:1]([CH3:2])(=[O:3])[NH:4][CH:5]([CH2:6][OH:7])[CH2:11][c:12]1[cH:13][n:14][cH:15][cH:16][cH:17]1. Reactants: ClCC(C)(O)C (1-chloro-2-methylpropan-2-ol), C(C)([O-])=S.[K+] (potassium ethanethioate), O (water). Reagents/catalysts: [Br-].[Na+] (sodium bromide). The solvent is CN(C)C=O (DMF). Conditions: temperature 50 celsius. Yields the product C(C)(SCC(C)(C)O)=O (S-2-hydroxy-2-methylpropyl ethanethioate). Yield: 113.2%. RXN SMILES: Cl[CH2:2][C:3]([CH3:6])([OH:5])[CH3:4].[C:7](=[S:10])([O-:9])[CH3:8].[K+].O>CN(C=O)C.[Br-].[Na+]>[C:7](=[O:9])([S:10][CH2:2][C:3]([OH:5])([CH3:6])[CH3:4])[CH3:8] |f:1.2,5.6|. Reported procedure: To a mixture of 1-chloro-2-methylpropan-2-ol (2.2 g, 20.26 mmol) and potassium ethanethioate (6.94 g, 60.8 mmol) in DMF (20 mL) was added 100 mg of sodium bromide and the resulting mixture was heated at 50° C. for 18 hours. The mixture was then poured into water and extracted with EtOAc. The acetate layer was washed with water, brine, dried with MgSO4 and concentrated under reduced pressure to provide 3.4 g of the title compound. Starting materials: ClC1=CC=C(CNCCCN2C(=NC=C2)C)C=C1 (N-(4-chlorobenzyl)-3-(2-methylimidazol-1-yl)propylamine), C=O (formaldehyde). Run in C(=O)O (formic acid). Product: ClC1=CC=C(CN(C)CCCN2C(=NC=C2)C)C=C1 (N-(4-chlorobenzyl)-N-methyl-3-(2-methylimidazol-1-yl)propylamine). As a reaction SMILES: [Cl:1][C:2]1[CH:18]=[CH:17][C:5]([CH2:6][NH:7][CH2:8][CH2:9][CH2:10][N:11]2[CH:15]=[CH:14][N:13]=[C:12]2[CH3:16])=[CH:4][CH:3]=1.[CH2:19]=O>C(O)=O>[Cl:1][C:2]1[CH:3]=[CH:4][C:5]([CH2:6][N:7]([CH2:8][CH2:9][CH2:10][N:11]2[CH:15]=[CH:14][N:13]=[C:12]2[CH3:16])[CH3:19])=[CH:17][CH:18]=1. Reported procedure: In a similar manner to Example 90, N-(4-chlorobenzyl)-3-(2-methylimidazol-1-yl)propylamine was treated with formaldehyde and formic acid to give N-(4-chlorobenzyl)-N-methyl-3-(2-methylimidazol-1-yl)propylamine, b.p. 160°-166° C. (0.2 mmHg). As a reaction SMILES: [CH2:1]([O:8][C:9]([NH:11][CH2:12][CH2:13][N:14]([C:18]1[CH:23]=[CH:22][C:21]([N+:24]([O-])=O)=[CH:20][CH:19]=1)[C:15](=[O:17])[CH3:16])=[O:10])[C:2]1[CH:7]=[CH:6][CH:5]=[CH:4][CH:3]=1.[H][H]>CO.[Pd].CC([O-])=O.CC([O-])=O.[Pb+2]>[CH2:1]([O:8][C:9]([NH:11][CH2:12][CH2:13][N:14]([C:18]1[CH:19]=[CH:20][C:21]([NH2:24])=[CH:22][CH:23]=1)[C:15](=[O:17])[CH3:16])=[O:10])[C:2]1[CH:3]=[CH:4][CH:5]=[CH:6][CH:7]=1 |f:3.4.5.6|. Reagents/catalysts: [Pd].CC(=O)[O-].CC(=O)[O-].[Pb+2] (Lindlar catalyst). Yields the product C(C1=CC=CC=C1)OC(=O)NCCN(C(C)=O)C1=CC=C(N)C=C1 (4-[N-(2-benzyloxycarbonylamino-ethyl)-N-acetyl-amino]-aniline). Reported procedure: 450 mg (1.26 mmol) of 4-[N-(2-benzyloxycarbonylamino-ethyl)-N-acetyl-amino)-nitrobenzene (prepared analogously to Example I) are dissolved in 20 ml of methanol and after the addition of 100 mg of Lindlar catalyst hydrogenated for 2 hours with hydrogen. The catalyst is filtered off, the solution is evaporated down. Reactants: C(C1=CC=CC=C1)OC(=O)NCCN(C(C)=O)C1=CC=C(C=C1)[N+](=O)[O-] (4-[N-(2-benzyloxycarbonylamino-ethyl)-N-acetyl-amino)-nitrobenzene), [H][H] (hydrogen). Solvent: CO (methanol). Reported procedure: To 5 ml of a DMF solution containing 200 mg (0.05181 mmol) of 2,2'-dihydroxy-5,5'-bis(2-ethoxycarbonylethyl) biphenyl and 2.316 ml (20.72 mmol) of methyl iodide, there was added 572 mg (2.072 mmol) of anhydrous potassium carbonate and a small amount of copper powder and the resulting mixture was agitated for 4 days at room temperature and for a further 2 days at 60° C. The reaction mixture was filtered by suction through Celite to remove the solid matter, which was washed with ethyl acetate. Aft... Reactants: OC1=C(C=C(C=C1)CCC(=O)OCC)C1=C(C=CC(=C1)CCC(=O)OCC)O (2,2'-dihydroxy-5,5'-bis(2-ethoxycarbonylethyl) biphenyl), CI (methyl iodide), CN(C)C=O (DMF), C([O-])([O-])=O.[K+].[K+] (potassium carbonate). The product is COC1=C(C=C(C=C1)CCC(=O)OCC)C1=C(C=CC(=C1)CCC(=O)OCC)OC (2,2'-dimethoxy-5,5'-bis(2-ethoxycarbonylethyl) biphenyl). Reagents/catalysts: [Cu] (copper). Isolated yield 85.0%. Reaction SMILES: O[C:2]1[CH:7]=[CH:6][C:5]([CH2:8][CH2:9][C:10]([O:12][CH2:13][CH3:14])=[O:11])=[CH:4][C:3]=1[C:15]1[CH:20]=[C:19]([CH2:21][CH2:22][C:23]([O:25][CH2:26][CH3:27])=[O:24])[CH:18]=[CH:17][C:16]=1[OH:28].CI.[C:31](=O)([O-])[O-].[K+].[K+].CN([CH:40]=[O:41])C>[Cu]>[CH3:31][O:28][C:16]1[CH:17]=[CH:18][C:19]([CH2:21][CH2:22][C:23]([O:25][CH2:26][CH3:27])=[O:24])=[CH:20][C:15]=1[C:3]1[CH:4]=[C:5]([CH2:8][CH2:9][C:10]([O:12][CH2:13][CH3:14])=[O:11])[CH:6]=[CH:7][C:2]=1[O:41][CH3:40] |f:2.3.4|. Starting materials: OC1=C(C=C(C=C1)[C@@H]1OC2=C([C@H]1C)C=C(C=C2OC)\C=C\C)OC (trans-2,3-dihydro-2-(4-hydroxy-3-methoxyphenyl)-7-methoxy-3-methyl-5-(E)-propenylbenzofuran), ClC=1C=C(C=CC1)C1OCCN1CC1=CC=CC=C1 (2-(3-chlorophenyl)-3-benzyl-1,3-oxazolidine). Solvent: alcohol. Product: COC1=CC(=CC=2[C@H]([C@@H](OC21)C=2C=C(C(=C(C2)C(N(CC2=CC=CC=C2)CCO)C2=CC(=CC=C2)Cl)O)OC)C)\C=C\C (N-(5-(trans-2,3-dihydro-7-methoxy-3-methyl-5-(E)-propenyl-benzofuran-2-yl)-2-hydroxy-3-methoxyphenyl-(3-chlorophenyl)-methyl)-N-(2-hydroxyethyl)-N-benzylamin). Yield: 26.6%. RXN SMILES: [OH:1][C:2]1[CH:7]=[CH:6][C:5]([C@H:8]2[C@H:12]([CH3:13])[C:11]3[CH:14]=[C:15](/[CH:20]=[CH:21]/[CH3:22])[CH:16]=[C:17]([O:18][CH3:19])[C:10]=3[O:9]2)=[CH:4][C:3]=1[O:23][CH3:24].[Cl:25][C:26]1[CH:27]=[C:28]([CH:32]2[N:36]([CH2:37][C:38]3[CH:43]=[CH:42][CH:41]=[CH:40][CH:39]=3)[CH2:35][CH2:34][O:33]2)[CH:29]=[CH:30][CH:31]=1>>[CH3:19][O:18][C:17]1[C:10]2[O:9][C@@H:8]([C:5]3[CH:4]=[C:3]([O:23][CH3:24])[C:2]([OH:1])=[C:7]([CH:32]([C:28]4[CH:29]=[CH:30][CH:31]=[C:26]([Cl:25])[CH:27]=4)[N:36]([CH2:35][CH2:34][OH:33])[CH2:37][C:38]4[CH:39]=[CH:40][CH:41]=[CH:42][CH:43]=4)[CH:6]=3)[C@H:12]([CH3:13])[C:11]=2[CH:14]=[C:15](/[CH:20]=[CH:21]/[CH3:22])[CH:16]=1. Procedure: 20.0 g of trans-2,3-dihydro-2-(4-hydroxy-3-methoxyphenyl)-7-methoxy-3-methyl-5-(E)-propenylbenzofuran and 32.8 g of 2-(3-chlorophenyl)-3-benzyl-1,3-oxazolidine are held in 260 ml of absolute alcohol for 60 hours at 70° C. and subsequently the solvent and excess of 2-(3-chlorophenyl)-3-benzyl-1,3-oxazolidine are removed, finally in vacuum. After purification by means of a chromatographic column there is obtained 9.8 g of N-(5-(trans-2,3-dihydro-7-methoxy-3-methyl-5-(E)-propenyl-benzofuran-2-yl)-2... Starting materials: O=C1N(C2=CC=C(C=C2C=C1)C(F)(F)F)CC(=O)O (2-(2-oxo-6-(trifluoromethyl)quinolin-1(2H)-yl)acetic acid), CO (MeOH). Run in [Pd] (Pd/C). The product is O=C1N(C2=CC=C(C=C2CC1)C(F)(F)F)CC(=O)O (2-(2-Oxo-6-(trifluoromethyl)-3,4-dihydroquinolin-1(2H)-yl)acetic acid). Reaction SMILES: [O:1]=[C:2]1[CH:11]=[CH:10][C:9]2[C:4](=[CH:5][CH:6]=[C:7]([C:12]([F:15])([F:14])[F:13])[CH:8]=2)[N:3]1[CH2:16][C:17]([OH:19])=[O:18].CO>[Pd]>[O:1]=[C:2]1[CH2:11][CH2:10][C:9]2[C:4](=[CH:5][CH:6]=[C:7]([C:12]([F:14])([F:13])[F:15])[CH:8]=2)[N:3]1[CH2:16][C:17]([OH:19])=[O:18]. Procedure details: To a stirring mixture of 2-(2-oxo-6-(trifluoromethyl)quinolin-1(2H)-yl)acetic acid in Pd/C was added MeOH. The reaction mixture was placed under an atmosphere of hydrogen (balloon) for several hours. The product mixture was filtered through a plug of celite. The plug was washed several times with EtOAc. The mixture was concentrated under reduced pressure and the crude amine was taken directly to the next reaction without further purification. Retention time (min)=1.841, method [1], MS(ESI) 274.1... Starting materials: CCOC(=O)c1ccc(Cl)c(NC)c1[N+](=O)[O-], [Li+], C1CCOC1, [OH-], O. Yields the product CNc1c(Cl)ccc(C(=O)O)c1[N+](=O)[O-]. Reaction SMILES: [Cl:1][c:2]1[c:3]([NH:16][CH3:17])[c:4]([N+:13](=[O:14])[O-:15])[c:5]([C:6](=[O:7])[O:8][CH2:9][CH3:10])[cH:11][cH:12]1.[Li+:19].[O:21]1[CH2:22][CH2:23][CH2:24][CH2:25]1.[OH-:20].[OH2:18]>>[Cl:1][c:2]1[c:3]([NH:16][CH3:17])[c:4]([N+:13](=[O:14])[O-:15])[c:5]([C:6](=[O:7])[OH:8])[cH:11][cH:12]1. Reactants: IC1=C(C(=O)Cl)C(=C(C(=C1C(=O)Cl)I)NC)I (2,4,6-Triiodo-5-methylamino-isophthaloyl dichloride), C(C)(=O)OCC(=O)Cl (acetoxyacetyl chloride). The solvent is C(C)(=O)OCC (ethyl acetate), CC(=O)N(C)C (DMA), C(C)(=O)OCC (ethyl acetate). Conditions: time 8 hour. Product: ClC(=O)C=1C(=C(C(=C(C1I)C(=O)Cl)I)N(C(=O)COC(C)=O)C)I (acetic acid [(3,5-bis-chlorocarbonyl-2,4,6-triiodo-phenyl)-methyl-carbamoyl]-methyl ester). Yield: 69.8%. RXN SMILES: [I:1][C:2]1[C:10]([C:11]([Cl:13])=[O:12])=[C:9]([I:14])[C:8]([NH:15][CH3:16])=[C:7]([I:17])[C:3]=1[C:4]([Cl:6])=[O:5].[C:18]([O:21][CH2:22][C:23](Cl)=[O:24])(=[O:20])[CH3:19]>CC(N(C)C)=O.C(OCC)(=O)C>[Cl:13][C:11]([C:10]1[C:9]([I:14])=[C:8]([N:15]([CH3:16])[C:23]([CH2:22][O:21][C:18](=[O:20])[CH3:19])=[O:24])[C:7]([I:17])=[C:3]([C:4]([Cl:6])=[O:5])[C:2]=1[I:1])=[O:12]. Procedure details: 2,4,6-Triiodo-5-methylamino-isophthaloyl dichloride (20 g, 32.8 mmol) was dissolved in DMA (60 ml) and acetoxyacetyl chloride (15.32 ml, 142 mmol) was added. The reaction was stirred overnight at room temperature with nitrogen bubbling through the reaction mixture. The reaction mixture was poured slowly onto ice-water (300 ml) and a white solid was isolated by filtration. The solid was dissolved in ethyl acetate and washed with water. The ethyl acetate was collected, dried over MgSO4, filtered a...